From a dataset of the Open Reaction Database (ORD), a public repository of structured organic reaction records. describe an organic reaction: reactants, conditions, products, and yield Reactants: CC(=O)O, [Cl-], Cl, O=N[O-], Nc1cccc2cncc(Br)c12, [Na+], O=S=O, O. Product: O=S(=O)(Cl)c1cccc2cncc(Br)c12. As a reaction SMILES: [CH3:23][C:24](=[O:25])[OH:26].[Cl-:20].[ClH:21].[N:13]([O-:14])=[O:15].[NH2:1][c:2]1[c:3]2[c:4]([Br:12])[cH:5][n:6][cH:7][c:8]2[cH:9][cH:10][cH:11]1.[Na+:16].[O:17]=[S:18]=[O:19].[OH2:22]>>[c:2]1([S:18](=[O:17])(=[O:19])[Cl:20])[c:3]2[c:4]([Br:12])[cH:5][n:6][cH:7][c:8]2[cH:9][cH:10][cH:11]1. Starting materials: ClC1=C(C(=O)Cl)C=C(C(=N1)Cl)F (2,6-dichloro-5-fluoronicotinoyl chloride), 2,6-dihydroxy-5-fluoronicotinic acid ester, P(=O)(Cl)(Cl)Cl (phosphorus oxychloride), [Li] (lithium), ClC1=C(C(=O)Cl)C=C(C(=N1)Cl)F (2,6-dichloro-5-fluoronicotinoyl chloride). The product is ClC1=C(C(=O)O)C=C(C(=N1)Cl)F (2,6-dichloro-5-fluoronicotinic acid). RXN SMILES: [Cl:1][C:2]1[N:10]=[C:9]([Cl:11])[C:8]([F:12])=[CH:7][C:3]=1[C:4](Cl)=[O:5].P(Cl)(Cl)(Cl)=[O:14].[Li]>>[Cl:1][C:2]1[N:10]=[C:9]([Cl:11])[C:8]([F:12])=[CH:7][C:3]=1[C:4]([OH:14])=[O:5] |^1:17|. Reported procedure: An improved process for the preparation of 2,6-dichloro-5-fluoronicotinoyl chloride is described where a 2,6-dihydroxy-5-fluoronicotinic acid ester is converted in one step using phosphorus oxychloride and a lithium reagent to 2,6-dichloro-5-fluoronicotinoyl chloride and subsequent basic hydrolysis affords 2,6-dichloro-5-fluoronicotinic acid. Starting materials: O=C([O-])[O-], CCOC(=O)C1CC2(CCC1NC(=O)C(CC[S+](C)C)NC(=O)OCc1ccccc1)OCCO2, CS(C)=O, [Cs+], [Cs+], [I-], [SH3+]. Yields the product CCOC(=O)C1CC2(CCC1N1CCC(NC(=O)OCc3ccccc3)C1=O)OCCO2. Reaction SMILES: [C:1](=[O:2])([O-:3])[O-:4].[CH2:9]([c:10]1[cH:11][cH:12][cH:13][cH:14][cH:15]1)[O:16][C:17](=[O:18])[NH:19][CH:20]([CH2:21][CH2:22][S+:23]([CH3:24])[CH3:25])[C:26]([NH:27][CH:28]1[CH:29]([C:38](=[O:39])[O:40][CH2:41][CH3:42])[CH2:30][C:31]2([O:32][CH2:33][CH2:34][O:35]2)[CH2:36][CH2:37]1)=[O:43].[CH3:44][S:45]([CH3:46])=[O:47].[Cs+:5].[Cs+:6].[I-:8].[SH3+:7]>>[CH2:9]([c:10]1[cH:11][cH:12][cH:13][cH:14][cH:15]1)[O:16][C:17](=[O:18])[NH:19][CH:20]1[CH2:21][CH2:22][N:27]([CH:28]2[CH:29]([C:38](=[O:39])[O:40][CH2:41][CH3:42])[CH2:30][C:31]3([O:32][CH2:33][CH2:34][O:35]3)[CH2:36][CH2:37]2)[C:26]1=[O:43]. Reactants: BrC1=C(C=C(C=C1)NC)C ((4-bromo-3-methyl-phenyl)-methyl-amine), C(C)(C)(C)OC(NC(=N)C=1SC(=C(C1)S(=O)(=O)C1=CC(=CC=C1)Br)SC)=O ({[4-(3-Bromo-benzenesulfonyl)-5-methylsulfanyl-thiophen-2-yl]-imino-methyl}-carbamic acid tert-butyl ester), C(=O)([O-])[O-].[Na+].[Na+] (Na2CO3), C1(CCCCC1)P(C1=C(C=CC=C1)C1=CC=CC=C1)C1CCCCC1 (2-(dicyclohexylphosphino)biphenyl), B([O-])[O-] (boronate). Reagents/catalysts: C(C)(=O)[O-].[Pd+2].C(C)(=O)[O-] (palladium acetate), C=1C=CC(=CC1)[P](C=2C=CC=CC2)(C=3C=CC=CC3)[Pd]([P](C=4C=CC=CC4)(C=5C=CC=CC5)C=6C=CC=CC6)([P](C=7C=CC=CC7)(C=8C=CC=CC8)C=9C=CC=CC9)[P](C=1C=CC=CC1)(C=1C=CC=CC1)C=1C=CC=CC1 (Pd(PPh3)4). Solvent: C(C)O (ethanol), C1(=CC=CC=C1)C (toluene), O1CCOCC1 (dioxane). Yields the product C(C)(C)(C)OC(NC(C=1SC(=C(C1)S(=O)(=O)C=1C=C(C=CC1)C1=C(C=C(C=C1)NC)C)SC)=N)=O ({Imino-[4-(2′-methyl-4′-methylamino-biphenyl-3-sulfonyl)-5-methylsulfanyl-thiophen-2-yl]-methyl}-carbamic acid tert-butyl ester). Yield: 62.0%. RXN SMILES: Br[C:2]1[CH:7]=[CH:6][C:5]([NH:8][CH3:9])=[CH:4][C:3]=1[CH3:10].C1(P(C2CCCCC2)C2C=CC=CC=2C2C=CC=CC=2)CCCCC1.B([O-])[O-].[C:39]([O:43][C:44](=[O:65])[NH:45][C:46]([C:48]1[S:49][C:50]([S:63][CH3:64])=[C:51]([S:53]([C:56]2[CH:61]=[CH:60][CH:59]=[C:58](Br)[CH:57]=2)(=[O:55])=[O:54])[CH:52]=1)=[NH:47])([CH3:42])([CH3:41])[CH3:40].C([O-])([O-])=O.[Na+].[Na+]>O1CCOCC1.C(O)C.C1(C)C=CC=CC=1.C([O-])(=O)C.[Pd+2].C([O-])(=O)C.C1C=CC([P]([Pd]([P](C2C=CC=CC=2)(C2C=CC=CC=2)C2C=CC=CC=2)([P](C2C=CC=CC=2)(C2C=CC=CC=2)C2C=CC=CC=2)[P](C2C=CC=CC=2)(C2C=CC=CC=2)C2C=CC=CC=2)(C2C=CC=CC=2)C2C=CC=CC=2)=CC=1>[C:39]([O:43][C:44](=[O:65])[NH:45][C:46](=[NH:47])[C:48]1[S:49][C:50]([S:63][CH3:64])=[C:51]([S:53]([C:56]2[CH:61]=[C:60]([C:2]3[CH:7]=[CH:6][C:5]([NH:8][CH3:9])=[CH:4][C:3]=3[CH3:10])[CH:59]=[CH:58][CH:57]=2)(=[O:55])=[O:54])[CH:52]=1)([CH3:42])([CH3:40])[CH3:41] |f:4.5.6,10.11.12,^1:100,102,121,140|. Procedure details: The procedure in Example 294: step e was followed using (4-bromo-3-methyl-phenyl)-methyl-amine ((Example 262: step a) 600 mg, 3 mmol), palladium acetate (34 mg, 0.15 mmol), and 2-(dicyclohexylphosphino)biphenyl (210 mg, 0.6 mmol) in dioxane (20 mL). Analogous workup yielded the crude pinacolboronate ester (720 mg, 98%) which was used without further purification. Following the procedure in Example 294: step f the crude boronate (540 mg, 2.18 mmol) was reacted with {[4-(3-bromo-benzenesulfonyl)-5... Reactants: CN(C)C=O, COC(=O)c1ccc2c(c1)c(Cc1ccc(C(=O)O)cc1OC)cn2C, ClCCl, O=S(Cl)Cl. Product: COC(=O)c1ccc2c(c1)c(Cc1ccc(C(=O)Cl)cc1OC)cn2C. RXN SMILES: [CH3:31][N:32]([CH3:33])[CH:34]=[O:35].[CH3:5][O:6][C:7](=[O:8])[c:9]1[cH:10][c:11]2[c:12]([CH2:19][c:20]3[c:21]([O:29][CH3:30])[cH:22][c:23]([C:24](=[O:25])[OH:26])[cH:27][cH:28]3)[cH:13][n:14]([CH3:18])[c:15]2[cH:16][cH:17]1.[Cl:36][CH2:37][Cl:38].[S:1]([Cl:2])([Cl:3])=[O:4]>>[Cl:3][C:24]([c:23]1[cH:22][c:21]([O:29][CH3:30])[c:20]([CH2:19][c:12]2[c:11]3[cH:10][c:9]([C:7]([O:6][CH3:5])=[O:8])[cH:17][cH:16][c:15]3[n:14]([CH3:18])[cH:13]2)[cH:28][cH:27]1)=[O:25].